From a dataset of the Open Reaction Database (ORD), a public repository of structured organic reaction records. describe an organic reaction: reactants, conditions, products, and yield The reactants are CCOC(=O)Cl, COCOc1ccc(CC(CNS(=O)(=O)c2ccc(Cl)cc2)c2cccnc2)cc1, CN(C)C=O, [H-], [Na+], O. RXN SMILES: [C:33]([O:34][CH2:35][CH3:36])(=[O:37])[Cl:38].[CH3:3][O:4][CH2:5][O:6][c:7]1[cH:8][cH:9][c:10]([CH2:13][CH:14]([CH2:15][NH:16][S:17](=[O:18])(=[O:19])[c:20]2[cH:21][cH:22][c:23]([Cl:26])[cH:24][cH:25]2)[c:27]2[cH:28][n:29][cH:30][cH:31][cH:32]2)[cH:11][cH:12]1.[CH3:40][N:41]([CH3:42])[CH:43]=[O:44].[H-:1].[Na+:2].[OH2:39]>>[CH3:3][O:4][CH2:5][O:6][c:7]1[cH:8][cH:9][c:10]([CH2:13][CH:14]([CH2:15][N:16]([S:17](=[O:18])(=[O:19])[c:20]2[cH:21][cH:22][c:23]([Cl:26])[cH:24][cH:25]2)[C:33]([O:34][CH2:35][CH3:36])=[O:37])[c:27]2[cH:28][n:29][cH:30][cH:31][cH:32]2)[cH:11][cH:12]1. Yields the product CCOC(=O)N(CC(Cc1ccc(OCOC)cc1)c1cccnc1)S(=O)(=O)c1ccc(Cl)cc1.